This data is from the Open Reaction Database (ORD), a public repository of structured organic reaction records. The task is: describe an organic reaction: reactants, conditions, products, and yield Starting materials: CCN(C(C)C)C(C)C, O=[N+]([O-])c1cc(C(F)(F)F)ccc1F, CC(C)(C)OC(=O)N1CCC(N)CC1, C1CCOC1. Yields the product CC(C)(C)OC(=O)N1CCC(Nc2ccc(C(F)(F)F)cc2[N+](=O)[O-])CC1. RXN SMILES: [CH:15]([N:16]([CH:17]([CH3:18])[CH3:19])[CH2:20][CH3:21])([CH3:22])[CH3:23].[F:1][c:2]1[c:3]([N+:12](=[O:13])[O-:14])[cH:4][c:5]([C:8]([F:9])([F:10])[F:11])[cH:6][cH:7]1.[NH2:24][CH:25]1[CH2:26][CH2:27][N:28]([C:31](=[O:32])[O:33][C:34]([CH3:35])([CH3:36])[CH3:37])[CH2:29][CH2:30]1.[O:38]1[CH2:39][CH2:40][CH2:41][CH2:42]1>>[c:2]1([NH:24][CH:25]2[CH2:26][CH2:27][N:28]([C:31](=[O:32])[O:33][C:34]([CH3:35])([CH3:36])[CH3:37])[CH2:29][CH2:30]2)[c:3]([N+:12](=[O:13])[O-:14])[cH:4][c:5]([C:8]([F:9])([F:10])[F:11])[cH:6][cH:7]1. Reactants: CCOC(C)=O, CC(C)=O, O=Cc1ccccc1Cl, [Na+], [OH-], O. Product: CC(=O)C=Cc1ccccc1Cl. Reaction SMILES: [CH3:13][CH2:14][O:15][C:16](=[O:17])[CH3:18].[CH3:19][C:20]([CH3:21])=[O:22].[Cl:1][c:2]1[c:3]([CH:4]=[O:5])[cH:6][cH:7][cH:8][cH:9]1.[Na+:11].[OH-:10].[OH2:12]>>[Cl:1][c:2]1[c:3]([CH:4]=[CH:19][C:20]([CH3:21])=[O:22])[cH:6][cH:7][cH:8][cH:9]1.